From a dataset of the Open Reaction Database (ORD), a public repository of structured organic reaction records. describe an organic reaction: reactants, conditions, products, and yield Starting materials: [Ag+], CCI, ClCCl, O=S(=O)([O-])C(F)(F)F, O=C1Cc2c(CCO)cccc2N1. Product: CCOCCc1cccc2c1CC(=O)N2. Reaction SMILES: [Ag+:28].[CH2:1]([CH3:2])[I:3].[Cl:17][CH2:18][Cl:19].[F:20][C:21]([F:22])([F:23])[S:24]([O-:25])(=[O:26])=[O:27].[OH:4][CH2:5][CH2:6][c:7]1[c:8]2[c:12]([cH:13][cH:14][cH:15]1)[NH:11][C:10](=[O:16])[CH2:9]2>>[CH2:1]([CH3:2])[O:4][CH2:5][CH2:6][c:7]1[c:8]2[c:12]([cH:13][cH:14][cH:15]1)[NH:11][C:10](=[O:16])[CH2:9]2. Starting materials: C(C)(=O)Cl (Acetyl chloride), C(C)(C)(C)OC(=O)N1CC(S(CC1)(=O)=O)C1=CC=C(C=C1)I (2-(4-Iodo-phenyl)-1,1-dioxo-1λ6-thiomorpholine-4-carboxylic acid tert-butyl ester). Solvent: C(C)O (ethanol). Run at temperature 55 celsius, time 2 hour. Product: Cl.IC1=CC=C(C=C1)C1CNCCS1(=O)=O (2-(4-iodo-phenyl)-thiomorpholine 1,1-dioxide hydrochloride). The yield is 96.4%. Reaction SMILES: C([Cl:4])(=O)C.C(OC([N:12]1[CH2:17][CH2:16][S:15](=[O:19])(=[O:18])[CH:14]([C:20]2[CH:25]=[CH:24][C:23]([I:26])=[CH:22][CH:21]=2)[CH2:13]1)=O)(C)(C)C>C(O)C>[ClH:4].[I:26][C:23]1[CH:22]=[CH:21][C:20]([CH:14]2[S:15](=[O:19])(=[O:18])[CH2:16][CH2:17][NH:12][CH2:13]2)=[CH:25][CH:24]=1 |f:3.4|. Reported procedure: Acetyl chloride (2.8 mL, 39.4 mmol) was added to ethanol (35 mL). The resulting solution was added to 2-(4-Iodo-phenyl)-1,1-dioxo-1λ6-thiomorpholine-4-carboxylic acid tert-butyl ester (2.16 g; 4.94 mmol), at RT. The resulting mixture was stirred at 55° C. for 2 hours, and subsequently, at RT overnight. The resulting suspension was concentrated in vacuo, and treated with iPr2O. The formed precipitate was collected by filtration and dried in vacuo to afford 2-(4-iodo-phenyl)-thiomorpholine 1,1-dio... The reactants are N#N (N2), solution, CC1(OCCO1)C1=NC(=CC=C1)CN1N=C(C=C1)[N+](=O)[O-] (2-(2-methyl-[1,3]dioxolan-2-yl)-6-(3-nitro-pyrazol-1-ylmethyl)-pyridine), [NH4+].[Cl-] (NH4Cl). The reagents and catalysts are [Fe] (iron). Run in CCO (EtOH), O (water). Conditions: temperature 75 celsius, time 90 minute. Product: CC1(OCCO1)C1=CC=CC(=N1)CN1N=C(C=C1)N (1-[6-(2-Methyl-[1,3]dioxolan-2-yl)-pyridin-2-ylmethyl]-1H-pyrazol-3-ylamine). Reaction SMILES: N#N.[CH3:3][C:4]1([C:9]2[CH:14]=[CH:13][CH:12]=[C:11]([CH2:15][N:16]3[CH:20]=[CH:19][C:18]([N+:21]([O-])=O)=[N:17]3)[N:10]=2)[O:8][CH2:7][CH2:6][O:5]1.[NH4+].[Cl-]>CCO.O.[Fe]>[CH3:3][C:4]1([C:9]2[N:10]=[C:11]([CH2:15][N:16]3[CH:20]=[CH:19][C:18]([NH2:21])=[N:17]3)[CH:12]=[CH:13][CH:14]=2)[O:8][CH2:7][CH2:6][O:5]1 |f:2.3|. Procedure: In a flame dried round-bottomed flask equipped with a magnetic stir bar and under inert atmosphere (N2), a 0.1M solution of 2-(2-methyl-[1,3]dioxolan-2-yl)-6-(3-nitro-pyrazol-1-ylmethyl)-pyridine (270 mg, 0.93 mmol), iron powder (157 mg, 2.79 mmol) and NH4Cl (251 mg, 2.79 mmol) in a mixture of EtOH (2.0 mL) and water (1.0 mL) was stirred at 75° C. for 90 min. The reaction mixture was filtered while hot and concentrated under reduced pressure. CH2Cl2 (20 mL) was added followed by 1N NaOH (20 mL).... Starting materials: BrC1=C(C(=CC=C1)Br)C (2,6-dibromotoluene), BrN1C(CCC1=O)=O (N-bromosuccinimide), N(=NC(C#N)(C)C)C(C#N)(C)C (2,2′-azobisisobutyronitrile). The solvent is C(Cl)(Cl)(Cl)Cl (carbon tetrachloride). The product is BrC1=C(C(=CC=C1)Br)CBr (1,3-dibromo-2-(bromomethyl)benzene). Yield: 99.7%. RXN SMILES: [Br:1][C:2]1[CH:7]=[CH:6][CH:5]=[C:4]([Br:8])[C:3]=1[CH3:9].[Br:10]N1C(=O)CCC1=O.N(C(C)(C)C#N)=NC(C)(C)C#N>C(Cl)(Cl)(Cl)Cl>[Br:1][C:2]1[CH:7]=[CH:6][CH:5]=[C:4]([Br:8])[C:3]=1[CH2:9][Br:10]. Procedure: A 250-mL single-neck round-bottomed flask equipped with a magnetic stirrer, reflux condenser and nitrogen inlet was purged with nitrogen and charged with 2,6-dibromotoluene (2.50 g, 10.0 mmol), N-bromosuccinimide (1.78 g, 10.0 mmol) and carbon tetrachloride (40 mL). The solution was heated to 80° C. (oil bath temperature), and 2,2′-azobisisobutyronitrile (164 mg, 1.00 mmol) was added. The resulting mixture was refluxed for 14 h. After that time, the mixture was cooled to room temperature and fil... Reactants: C(C)C1(OC(=CC1=O)C1=CC=C(C=C1)S(=O)(=O)C)CC (2,2-diethyl-5-{4-(methylsulfonyl)phenyl}-3(2H)-furanone), C(C)(=O)O (acetic acid), BrBr (bromine). The solvent is C(Cl)(Cl)Cl (chloroform). Run at time 4 hour. Product: BrC=1C(C(OC1C1=CC=C(C=C1)S(=O)(=O)C)(CC)CC)=O (4-bromo-2,2-diethyl-5-{4-(methylsulfonyl)phenyl}-3(2H)-furanone). Reaction SMILES: [CH2:1]([C:3]1([CH2:19][CH3:20])[C:7](=[O:8])[CH:6]=[C:5]([C:9]2[CH:14]=[CH:13][C:12]([S:15]([CH3:18])(=[O:17])=[O:16])=[CH:11][CH:10]=2)[O:4]1)[CH3:2].C(O)(=O)C.[Br:25]Br>C(Cl)(Cl)Cl>[Br:25][C:6]1[C:7](=[O:8])[C:3]([CH2:1][CH3:2])([CH2:19][CH3:20])[O:4][C:5]=1[C:9]1[CH:14]=[CH:13][C:12]([S:15]([CH3:18])(=[O:17])=[O:16])=[CH:11][CH:10]=1. Procedure details: To a stirred solution of 2,2-diethyl-5-{4-(methylsulfonyl)phenyl}-3(2H)-furanone (4.5 g) in 200 ml chloroform with 3 ml acetic acid, was added dropwise 1.5 ml bromine at 0° C. The solution was then allowed to warm to room temperature and was stirred for another 4 hours. The reaction was quenched by adding saturated aqueous sodium thiosulfate until the characteristic color of bromine disappeared. The reaction mixture was then extracted with dichloromethane (100 ml×2) and the organic layer was dri... Starting materials: S(=O)(=O)([O-])[O-].[Na+].[Na+] (sodium sulfate), CS(=O)(=O)Cl (methanesulfonyl chloride), ClC1=NC(=CC(=N1)CO)COCC(F)(F)F ((2-Chloro-6-((2,2,2-trifluoroethoxy)methyl)pyrimidin-4-yl)methanol), C(C)(C)N(C(C)C)CC (N,N-diisopropylethylamine). Run in C(Cl)Cl (DCM), C(Cl)Cl (DCM), [Cl-].[Na+].O (Brine). Reaction conditions: time 10 minute. Yields the product CS(=O)(=O)OCC1=NC(=NC(=C1)COCC(F)(F)F)Cl ((2-Chloro-6-((2,2,2-trifluoroethoxy)methyl)pyrimidin-4-yl)methyl methanesulfonate). The yield is 103.3%. As a reaction SMILES: [CH3:1][S:2](Cl)(=[O:4])=[O:3].[Cl:6][C:7]1[N:12]=[C:11]([CH2:13][OH:14])[CH:10]=[C:9]([CH2:15][O:16][CH2:17][C:18]([F:21])([F:20])[F:19])[N:8]=1.C(N(CC)C(C)C)(C)C.S([O-])([O-])(=O)=O.[Na+].[Na+]>C(Cl)Cl.[Cl-].[Na+].O>[CH3:1][S:2]([O:14][CH2:13][C:11]1[CH:10]=[C:9]([CH2:15][O:16][CH2:17][C:18]([F:21])([F:19])[F:20])[N:8]=[C:7]([Cl:6])[N:12]=1)(=[O:4])=[O:3] |f:3.4.5,7.8.9|. Reported procedure: A solution of methanesulfonyl chloride (0.13 mL, 1.64 mmol) in DCM (2 mL) was cooled at −30° C. (2-Chloro-6-((2,2,2-trifluoroethoxy)methyl)pyrimidin-4-yl)methanol (0.35 g, 1.36 mmol) and N,N-diisopropylethylamine (0.45 mL, 2.73 mmol) in DCM (15 mL) were added. The mixture was stirred for 10 min. Brine (50%, 50 mL) was added. The organic phase was isolated using a phase separator containing sodium sulfate. The solvents were evaporated to give the title compound 0.47 g (quant). Starting materials: BrC(Br)(Br)Br, ClCCl, CCc1ccccc1-c1cc(CO)ccc1OCc1ccc(C(=O)OC)cc1, c1ccc(P(c2ccccc2)c2ccccc2)cc1. The product is CCc1ccccc1-c1cc(CBr)ccc1OCc1ccc(C(=O)OC)cc1. RXN SMILES: [Br:29][C:30]([Br:31])([Br:32])[Br:33].[Cl:53][CH2:54][Cl:55].[OH:1][CH2:2][c:3]1[cH:4][c:5](-[c:21]2[c:22]([CH2:23][CH3:24])[cH:25][cH:26][cH:27][cH:28]2)[c:6]([O:7][CH2:8][c:9]2[cH:10][cH:11][c:12]([C:13](=[O:14])[O:15][CH3:16])[cH:17][cH:18]2)[cH:19][cH:20]1.[c:34]1([P:35]([c:36]2[cH:37][cH:38][cH:39][cH:40][cH:41]2)[c:42]2[cH:43][cH:44][cH:45][cH:46][cH:47]2)[cH:48][cH:49][cH:50][cH:51][cH:52]1>>[CH2:2]([c:3]1[cH:4][c:5](-[c:21]2[c:22]([CH2:23][CH3:24])[cH:25][cH:26][cH:27][cH:28]2)[c:6]([O:7][CH2:8][c:9]2[cH:10][cH:11][c:12]([C:13](=[O:14])[O:15][CH3:16])[cH:17][cH:18]2)[cH:19][cH:20]1)[Br:29].